This data is from the Open Reaction Database (ORD), a public repository of structured organic reaction records. The task is: describe an organic reaction: reactants, conditions, products, and yield The reactants are CC(=O)O, CC(C)=O, [Na+], COc1cc(C=O)ccc1O, [OH-], O. The product is COc1cc(C=CC(C)=O)ccc1O. As a reaction SMILES: [CH3:15][C:16](=[O:17])[OH:18].[CH3:19][C:20]([CH3:21])=[O:22].[Na+:13].[O:1]=[CH:2][c:3]1[cH:4][c:5]([O:6][CH3:7])[c:8]([OH:9])[cH:10][cH:11]1.[OH-:12].[OH2:14]>>[CH:2]([c:3]1[cH:4][c:5]([O:6][CH3:7])[c:8]([OH:9])[cH:10][cH:11]1)=[CH:19][C:20]([CH3:21])=[O:22]. Starting materials: COC(=O)C1N(CC=2C=C3C(=CC2C1)OC[C@](O3)(O)C3=CC=C(C=C3)OCC3=CC(=C(C=C3)Cl)Cl)C(=O)OC(C)(C)C ((S)-3-[4-(3,4-Dichloro-benzyloxy)-phenyl]-3-hydroxy-2,3,8,9-tetrahydro-6H-[1,4]dioxino[2,3-g]isoquinoline-7,8-dicarboxylic acid 7-tert-butyl ester 8-methyl ester), C(=O)(C(F)(F)F)O (TFA), C(C)[SiH](CC)CC (triethylsilane), C(=O)(OC(C)(C)C)OC(=O)OC(C)(C)C (di-tert-butyl dicarbonate), C([O-])(O)=O.[Na+] (sodium bicarbonate), Cl (HCl). The solvent is C(Cl)Cl (DCM), C(C)(=O)OCC (ethyl acetate). Yields the product COC(=O)C1N(CC=2C=C3C(=CC2C1)OC[C@@H](O3)C3=CC=C(C=C3)OCC3=CC(=C(C=C3)Cl)Cl)C(=O)OC(C)(C)C ((S)-3-[4-(3,4-dichloro-benzyloxy)-phenyl]-2,3,8,9-tetrahydro-6H-[1,4]dioxino[2,3-g]isoquinoline-7,8-dicarboxylic acid 7-tert-butyl ester 8-methyl ester). Isolated yield 61.4%. RXN SMILES: [CH3:1][O:2][C:3]([CH:5]1[CH2:14][C:13]2[CH:12]=[C:11]3[O:15][CH2:16][C@@:17]([C:20]4[CH:25]=[CH:24][C:23]([O:26][CH2:27][C:28]5[CH:33]=[CH:32][C:31]([Cl:34])=[C:30]([Cl:35])[CH:29]=5)=[CH:22][CH:21]=4)(O)[O:18][C:10]3=[CH:9][C:8]=2[CH2:7][N:6]1[C:36]([O:38][C:39]([CH3:42])([CH3:41])[CH3:40])=[O:37])=[O:4].C(O)(C(F)(F)F)=O.C([SiH](CC)CC)C.C(OC(OC(C)(C)C)=O)(OC(C)(C)C)=O.C(=O)(O)[O-].[Na+].Cl>C(Cl)Cl.C(OCC)(=O)C>[CH3:1][O:2][C:3]([CH:5]1[CH2:14][C:13]2[CH:12]=[C:11]3[O:15][CH2:16][C@H:17]([C:20]4[CH:25]=[CH:24][C:23]([O:26][CH2:27][C:28]5[CH:33]=[CH:32][C:31]([Cl:34])=[C:30]([Cl:35])[CH:29]=5)=[CH:22][CH:21]=4)[O:18][C:10]3=[CH:9][C:8]=2[CH2:7][N:6]1[C:36]([O:38][C:39]([CH3:42])([CH3:41])[CH3:40])=[O:37])=[O:4] |f:4.5|. Procedure: To a solution of (S)-3-[4-(3,4-Dichloro-benzyloxy)-phenyl]-3-hydroxy-2,3,8,9-tetrahydro-6H-[1,4]dioxino[2,3-g]isoquinoline-7,8-dicarboxylic acid 7-tert-butyl ester 8-methyl ester (122 mg) in DCM (10 mL) were added TFA (1 mL) and triethylsilane (3 eq) at −10° C. and the reaction mixture were stirred and allowed to warm up to room temperature within 3 h. Then the reaction mixture was concentrated in vacuo. To this residue di-tert-butyl dicarbonate (2 eq) and sodium bicarbonate (3.0 eq) were added ... The reactants are FC1(CC(C1)(C(=O)O)CF)F (3,3-Difluoro-1-(fluoromethyl)cyclobutanecarboxylic acid), TEA, C=1C=CC(=CC1)P(=O)(C=2C=CC=CC2)N=[N+]=[N-] (DPPA), ClC=1C=C(C=CC1)C1=NN2C(CNCC2)=C1C(=O)N (2-(3-Chlorophenyl)-4,5,6,7-tetrahydropyrazolo[1,5-a]pyrazine-3-carboxamide), CN(C)C=O (DMF). Solvent: C1(=CC=CC=C1)C (toluene). Run at temperature 85 celsius, time 8 hour. Yields the product ClC=1C=C(C=CC1)C1=NN2C(CN(CC2)C(=O)NC2(CC(C2)(F)F)CF)=C1C(=O)N (2-(3-Chlorophenyl)-N5-(3,3-difluoro-1-(fluoromethyl)cyclobutyl)-6,7-dihydropyrazolo[1,5-a]pyrazine-3,5(4H)-dicarboxamide). Isolated yield 50.0%. Reaction SMILES: [F:1][C:2]1([F:11])[CH2:5][C:4]([CH2:9][F:10])(C(O)=O)[CH2:3]1.C1C=CC(P(N=[N+]=[N-])(C2C=CC=CC=2)=O)=CC=1.[Cl:29][C:30]1[CH:31]=[C:32]([C:36]2[C:44]([C:45]([NH2:47])=[O:46])=[C:39]3[CH2:40][NH:41][CH2:42][CH2:43][N:38]3[N:37]=2)[CH:33]=[CH:34][CH:35]=1.C[N:49]([CH:51]=[O:52])C>C1(C)C=CC=CC=1>[Cl:29][C:30]1[CH:31]=[C:32]([C:36]2[C:44]([C:45]([NH2:47])=[O:46])=[C:39]3[CH2:40][N:41]([C:51]([NH:49][C:4]4([CH2:9][F:10])[CH2:3][C:2]([F:1])([F:11])[CH2:5]4)=[O:52])[CH2:42][CH2:43][N:38]3[N:37]=2)[CH:33]=[CH:34][CH:35]=1. Reported procedure: To a stirred solution of Intermediate 302E (26.7 mg, 0.159 mmol) in toluene (3 mL) was added TEA (0.101 mL, 0.723 mmol), DPPA (0.066 mL, 0.289 mmol) and the solution was heated to 85° C. for 1 hr. The reaction mass was cooled to RT and to it was added a solution of Intermediate 156E (40 mg, 0.145 mmol) in DMF (1 mL) and the reaction mixture was stirred at RT for 8 h. It was then concentrated and extracted with ethyl acetate (3×10 mL) The combined organic layer was dried over Na2SO4, filtered and... Starting materials: C(C)(C)(C)[Si](C)(C)OC1=C(C=CC(=C1)[N+](=O)[O-])OC (tert-butyl-(2-methoxy-5-nitrophenoxy)dimethylsilane), [H][H] (hydrogen). The reagents and catalysts are [Pd] (Pd—C). Solvent: C(C)(=O)OCC (ethyl acetate). Yields the product [Si](C)(C)(C(C)(C)C)OC=1C=C(C=CC1OC)N (3-(tert-Butyldimethylsilanyloxy)-4-methoxyphenylamine). The yield is 74.0%. RXN SMILES: [C:1]([Si:5]([O:8][C:9]1[CH:14]=[C:13]([N+:15]([O-])=O)[CH:12]=[CH:11][C:10]=1[O:18][CH3:19])([CH3:7])[CH3:6])([CH3:4])([CH3:3])[CH3:2].[H][H]>C(OCC)(=O)C.[Pd]>[Si:5]([O:8][C:9]1[CH:14]=[C:13]([NH2:15])[CH:12]=[CH:11][C:10]=1[O:18][CH3:19])([C:1]([CH3:4])([CH3:3])[CH3:2])([CH3:7])[CH3:6]. Procedure details: A mixture of tert-butyl-(2-methoxy-5-nitrophenoxy)dimethylsilane (3.0 g, 10.6 mmol) and 5% Pd—C (0.3 g) in 30 mL of ethyl acetate was hydrogenated under 50 psi of hydrogen gas for 14 hours. The mixture was filtered through Celite and the filtrate was evaporated. The residue was chromatographed using a hexanes-ethyl acetate gradient, eluting 2.0 g of the product at 85:15 hexanes-ethyl acetate, in 74% yield: 1H NMR (CDCl3) δ 0.15 (s, 6H), 0.99 (s, 9H), 3.37 (br, 2H), 3.72 (s, 3H), 6.23-6.29 (m, 2H... Reactants: C1CCOC1, Cn1c(-c2cncc(C=O)c2)c(C#N)c2ccc(Cl)cc21, CN1CCC(N)CC1, CN(C)C=O. The product is CN1CCC(NCc2cncc(-c3c(C#N)c4ccc(Cl)cc4n3C)c2)CC1. RXN SMILES: [CH2:30]1[O:31][CH2:32][CH2:33][CH2:34]1.[Cl:1][c:2]1[cH:3][cH:4][c:5]2[c:6]([C:20]#[N:21])[c:7](-[c:12]3[cH:13][n:14][cH:15][c:16]([CH:18]=[O:19])[cH:17]3)[n:8]([CH3:11])[c:9]2[cH:10]1.[NH2:22][CH:23]1[CH2:24][CH2:25][N:26]([CH3:29])[CH2:27][CH2:28]1.[O:35]=[CH:36][N:37]([CH3:38])[CH3:39]>>[Cl:1][c:2]1[cH:3][cH:4][c:5]2[c:6]([C:20]#[N:21])[c:7](-[c:12]3[cH:13][n:14][cH:15][c:16]([CH2:18][NH:22][CH:23]4[CH2:24][CH2:25][N:26]([CH3:29])[CH2:27][CH2:28]4)[cH:17]3)[n:8]([CH3:11])[c:9]2[cH:10]1. Reactants: Cl (hydrogen chloride), C(C)OC(CC(=O)[C@@H]1C[C@@H](N(CC1)C(=O)OC)C1=CC(=C(C(=C1)F)F)F)=O (Cis-methyl 4-(3-ethoxy-3-oxopropanoyl)-2-(3,4,5-trifluorophenyl)piperidine-1-carboxylate), NO (Hydroxylamine), [OH-].[Na+] (Sodium hydroxide). Run in CO (MeOH). Conditions: temperature -40 celsius, time 20 minute. Product: O=C1NOC(=C1)[C@@H]1C[C@@H](N(CC1)C(=O)OC)C1=CC(=C(C(=C1)F)F)F (Cis-methyl 4-(3-oxo-2,3-dihydroisoxazol-5-yl)-2-(3,4,5-trifluoro-phenyl)piperidine-1-carboxylate). Isolated yield 47.7%. As a reaction SMILES: C([O:3][C:4](=O)[CH2:5][C:6]([C@H:8]1[CH2:13][CH2:12][N:11]([C:14]([O:16][CH3:17])=[O:15])[C@@H:10]([C:18]2[CH:23]=[C:22]([F:24])[C:21]([F:25])=[C:20]([F:26])[CH:19]=2)[CH2:9]1)=[O:7])C.[OH-].[Na+].[NH2:30]O.Cl>CO>[O:3]=[C:4]1[CH:5]=[C:6]([C@H:8]2[CH2:13][CH2:12][N:11]([C:14]([O:16][CH3:17])=[O:15])[C@@H:10]([C:18]3[CH:23]=[C:22]([F:24])[C:21]([F:25])=[C:20]([F:26])[CH:19]=3)[CH2:9]2)[O:7][NH:30]1 |f:1.2|. Reported procedure: Cis-methyl 4-(3-ethoxy-3-oxopropanoyl)-2-(3,4,5-trifluorophenyl)piperidine-1-carboxylate (810 mg, 2.09 mmol) was dissolved in MeOH (8 mL) and cooled to −40° C. under nitrogen. Sodium hydroxide (0.615 mL, 2.09 mmol) was added during 10 min and the yellow solution continued to stir at −40° C. for 20 min. Hydroxylamine (50% by weight in water, 0.128 mL, 2.09 mmol) was added during 8 min. The resulting solution was stirred at −40° C. for 3 h. The mixture was then rapidly poured into a prewarmed (80°... Reactants: [BH4-], Cc1cc2c(c(C)c1NCc1ccccc1)C(=O)C(C)(C)O2, CO, [Na+]. The product is Cc1cc2c(c(C)c1NCc1ccccc1)C(O)C(C)(C)O2. Reaction SMILES: [BH4-:23].[CH2:1]([c:2]1[cH:3][cH:4][cH:5][cH:6][cH:7]1)[NH:8][c:9]1[c:10]([CH3:22])[cH:11][c:12]2[c:13]([c:20]1[CH3:21])[C:14](=[O:19])[C:15]([CH3:17])([CH3:18])[O:16]2.[CH3:25][OH:26].[Na+:24]>>[CH2:1]([c:2]1[cH:3][cH:4][cH:5][cH:6][cH:7]1)[NH:8][c:9]1[c:10]([CH3:22])[cH:11][c:12]2[c:13]([c:20]1[CH3:21])[CH:14]([OH:19])[C:15]([CH3:17])([CH3:18])[O:16]2. The reactants are O=c1cc(-c2ccc(Cl)cc2)cc(C(F)(F)F)[nH]1, O=P(Cl)(Cl)Cl. The product is FC(F)(F)c1cc(-c2ccc(Cl)cc2)cc(Cl)n1. Reaction SMILES: [Cl:1][c:2]1[cH:3][cH:4][c:5](-[c:8]2[cH:9][c:10](=[O:18])[nH:11][c:12]([C:14]([F:15])([F:16])[F:17])[cH:13]2)[cH:6][cH:7]1.[P:19]([Cl:20])([Cl:21])([Cl:22])=[O:23]>>[Cl:1][c:2]1[cH:3][cH:4][c:5](-[c:8]2[cH:9][c:10]([Cl:21])[n:11][c:12]([C:14]([F:15])([F:16])[F:17])[cH:13]2)[cH:6][cH:7]1.